Dataset: the Open Reaction Database (ORD), a public repository of structured organic reaction records. Task: describe an organic reaction: reactants, conditions, products, and yield The reactants are O1C(CCCC1)N1N=CC(=CC1=O)OCC=1C=NC(=CC1)C(F)(F)F (2-(Tetrahydro-2H-pyran-2-yl)-5-((6-(trifluoromethyl)pyridin-3-yl)methoxy)pyridazin-3(2H)-one), Cl (HCl). The solvent is CO (MeOH), CCOCC (Et2O), CCOCC (Et2O). Conditions: time 15 minute. Yields the product FC(C1=CC=C(C=N1)COC1=CC(NN=C1)=O)(F)F (5-((6-(Trifluoromethyl)pyridin-3-yl)methoxy)pyridazin-3(2H)-one). The yield is 67.6%. RXN SMILES: O1CCCCC1[N:7]1[C:12](=[O:13])[CH:11]=[C:10]([O:14][CH2:15][C:16]2[CH:17]=[N:18][C:19]([C:22]([F:25])([F:24])[F:23])=[CH:20][CH:21]=2)[CH:9]=[N:8]1.Cl>CO.CCOCC>[F:25][C:22]([F:23])([F:24])[C:19]1[N:18]=[CH:17][C:16]([CH2:15][O:14][C:10]2[CH:9]=[N:8][NH:7][C:12](=[O:13])[CH:11]=2)=[CH:21][CH:20]=1. Procedure: 2-(Tetrahydro-2H-pyran-2-yl)-5-((6-(trifluoromethyl)pyridin-3-yl)methoxy)pyridazin-3(2H)-one (5.25 g, 12 mmol estimated) was stirred in MeOH (10 mL), and 2 N HCl in Et2O (50 mL) was added. After 16H, the mixture was diluted with Et2O (100 mL), and the solid was filtered off. The solid was stirred in NaHCO3 solution (15 mL) for 15 minutes and then refiltered to provide the title compound (2.2 g, 67%) as a white solid: 1H NMR (300 MHz, DMSO-d6) δ 12.74 (s, 1H), 8.78 (s, 1H), 8.20-8.16 (dd, J=8.1, ... Reactants: NC1=C(C=C(OCCCN2CCC(CC2)CC2=CC=CC=C2)C=C1)[N+](=O)[O-] (1-[3-(4-Amino-3-nitrophenoxy)propyl]-4-benzylpiperidine). Solvent: CCO (EtOH). Product: stannous dihydrate, C(C1=CC=CC=C1)C1CCN(CC1)CCCOC1=CC(=C(C=C1)N)N (4-benzyl-1-[(3,4-diamino-phenoxy)propyl]piperidine). The yield is 67.6%. Reaction SMILES: [NH2:1][C:2]1[CH:24]=[CH:23][C:5]([O:6][CH2:7][CH2:8][CH2:9][N:10]2[CH2:15][CH2:14][CH:13]([CH2:16][C:17]3[CH:22]=[CH:21][CH:20]=[CH:19][CH:18]=3)[CH2:12][CH2:11]2)=[CH:4][C:3]=1[N+:25]([O-])=O>CCO>[CH2:16]([CH:13]1[CH2:14][CH2:15][N:10]([CH2:9][CH2:8][CH2:7][O:6][C:5]2[CH:23]=[CH:24][C:2]([NH2:1])=[C:3]([NH2:25])[CH:4]=2)[CH2:11][CH2:12]1)[C:17]1[CH:22]=[CH:21][CH:20]=[CH:19][CH:18]=1. Procedure: From a mixture of 1-[3-(4-Amino-3-nitrophenoxy)propyl]-4-benzylpiperidine (226 mg, 0.61 mmol) and stannous dihydrate (690 mg, 3.06 mmol) in EtOH (25 mL) was obtained 140 mg (67.6%) of 4-benzyl-1-[(3,4-diamino-phenoxy)propyl]piperidine as a yellowish viscous oil. 1H NMR (CDCl3): 1.24-1.37 (m, 2H), 1.46-1.58 (m, 1H), 1.58-1.70 (m, 2H), 1.81-1.97 (m, 4H), 2.458 (t, 2H, J=7.5), 2.536 (d, 2H, J=7), 2.90-2.93 (m, 2H), 3.063 (bs, 2H, NH2), 3.503 (bs, 2H, NH2), 3.904 (t, 2H, J=6.5), 6.250 (dd, 1H, J=8; ... Reactants: O (water), ClC1=NC(=CC=2N1C=CN2)C(=O)OC (Methyl 5-chloroimidazo[1,2-c]pyrimidine-7-carboxylate), CC1(OB(OC1(C)C)C=1C=NN(C1)COCC[Si](C)(C)C)C (4-(4,4,5,5-tetramethyl-1,3,2-dioxaborolan-2-yl)-1-((2-(trimethylsilyl)ethoxy)methyl)-1H-pyrazole), [O-]P(=O)([O-])[O-].[K+].[K+].[K+] (K3PO4), CC(C)C1=CC(=C(C(=C1)C(C)C)C2=C(C=CC=C2)P(C3CCCCC3)C4CCCCC4)C(C)C (XPHOS). Reagents/catalysts: C=1C=CC(=CC1)/C=C/C(=O)/C=C/C2=CC=CC=C2.C=1C=CC(=CC1)/C=C/C(=O)/C=C/C2=CC=CC=C2.C=1C=CC(=CC1)/C=C/C(=O)/C=C/C2=CC=CC=C2.[Pd].[Pd] (Pd2dba3). Solvent: C(C)(C)O (isopropanol). Run at temperature 80 celsius. Product: C[Si](CCOCN1N=CC(=C1)C1=NC(=CC=2N1C=CN2)C(=O)OC)(C)C (methyl 5-(1-((2-(trimethylsilyl)ethoxy)methyl)-1H-pyrazol-4-yl)imidazo[1,2-c]pyrimidine-7-carboxylate). The yield is 27.1%. As a reaction SMILES: Cl[C:2]1[N:7]2[CH:8]=[CH:9][N:10]=[C:6]2[CH:5]=[C:4]([C:11]([O:13][CH3:14])=[O:12])[N:3]=1.CC1(C)C(C)(C)OB([C:23]2[CH:24]=[N:25][N:26]([CH2:28][O:29][CH2:30][CH2:31][Si:32]([CH3:35])([CH3:34])[CH3:33])[CH:27]=2)O1.[O-]P([O-])([O-])=O.[K+].[K+].[K+].CC(C1C=C(C(C)C)C(C2C=CC=CC=2P(C2CCCCC2)C2CCCCC2)=C(C(C)C)C=1)C.O>C1C=CC(/C=C/C(/C=C/C2C=CC=CC=2)=O)=CC=1.C1C=CC(/C=C/C(/C=C/C2C=CC=CC=2)=O)=CC=1.C1C=CC(/C=C/C(/C=C/C2C=CC=CC=2)=O)=CC=1.[Pd].[Pd].C(O)(C)C>[CH3:33][Si:32]([CH3:35])([CH3:34])[CH2:31][CH2:30][O:29][CH2:28][N:26]1[CH:27]=[C:23]([C:2]2[N:7]3[CH:8]=[CH:9][N:10]=[C:6]3[CH:5]=[C:4]([C:11]([O:13][CH3:14])=[O:12])[N:3]=2)[CH:24]=[N:25]1 |f:2.3.4.5,8.9.10.11.12|. Procedure: Methyl 5-chloroimidazo[1,2-c]pyrimidine-7-carboxylate (1.00 g, 4.73 mmol), 4-(4,4,5,5-tetramethyl-1,3,2-dioxaborolan-2-yl)-1-((2-(trimethylsilyl)ethoxy)methyl)-1H-pyrazole (Preparation E; 1.53 g, 4.73 mmol), K3PO4 (2.01 g, 9.45 mmol), Pd2dba3 (0.433 g, 0.473 mmol), and XPHOS (0.563 g, 1.18 mmol) were combined dry. To this was added isopropanol (20 mL) and water (0.34 mL, 19 mmol). After de-gassing for 10 minutes, the flask was sealed and heated to 80° C. for 15 hours. The reaction mixture was di... Starting materials: OS(=O)(=O)[O-].[K+] (KHSO4), ClC1=C(C(=O)O)C=CC(=C1C=NOC)Cl (2,4-dichloro-3-[(methoxyimino)methyl]benzoic acid), C(C)C1=NN=C(O1)N (5-ethyl-1,3,4-oxadiazole-2-amine), C(C(=O)Cl)(=O)Cl (oxalyl chloride). Reagents/catalysts: CN(C1=CC=NC=C1)C (4-dimethylaminopyridine). Run in CN(C)C=O (DMF), O (water), N1=CC=CC=C1 (pyridine). Conditions: temperature 70 celsius, time 4 hour. Product: ClC1=C(C(=O)NC=2OC(=NN2)CC)C=CC(=C1C=NOC)Cl (2,4-dichloro-N-(5-ethyl-1,3,4-oxadiazol-2-yl)-3-[(methoxyimino)methyl]benzamide). Reaction SMILES: [Cl:1][C:2]1[C:10]([CH:11]=[N:12][O:13][CH3:14])=[C:9]([Cl:15])[CH:8]=[CH:7][C:3]=1[C:4]([OH:6])=O.[CH2:16]([C:18]1[O:22][C:21]([NH2:23])=[N:20][N:19]=1)[CH3:17].C(Cl)(=O)C(Cl)=O.OS([O-])(=O)=O.[K+]>N1C=CC=CC=1.CN(C)C1C=CN=CC=1.O.CN(C=O)C>[Cl:1][C:2]1[C:10]([CH:11]=[N:12][O:13][CH3:14])=[C:9]([Cl:15])[CH:8]=[CH:7][C:3]=1[C:4]([NH:23][C:21]1[O:22][C:18]([CH2:16][CH3:17])=[N:19][N:20]=1)=[O:6] |f:3.4|. Reported procedure: 400 mg (1.61 mmol) of 2,4-dichloro-3-[(methoxyimino)methyl]benzoic acid and 228 mg (2.0 mmol) of 5-ethyl-1,3,4-oxadiazole-2-amine were dissolved in 3 ml of pyridine, and 10 mg of 4-dimethylaminopyridine and a drop of DMF were added. At room temperature (RT), 255.83 mg (2.016 mmol) of oxalyl chloride were then added dropwise, and the mixture was stirred at 70° C. for 4 h. 0.5 ml of water was then added to the reaction, which had once more been cooled, and the mixture was stirred for about 30 min,... Reactants: CC(C)(C)OC(=O)N1CCC(O)CC1, COC(=O)c1cc([N+](=O)[O-])c(C)cc1O, ClCCl, CCOC(=O)N=NC(=O)OCC, c1ccc(P(c2ccccc2)c2ccccc2)cc1. The product is COC(=O)c1cc([N+](=O)[O-])c(C)cc1OC1CCN(C(=O)OC(C)(C)C)CC1. RXN SMILES: [C:1]([CH3:2])([CH3:3])([CH3:4])[O:5][C:6](=[O:7])[N:8]1[CH2:9][CH2:10][CH:11]([OH:14])[CH2:12][CH2:13]1.[CH3:15][c:16]1[cH:17][c:18]([OH:29])[c:19]([C:20](=[O:21])[O:22][CH3:23])[cH:24][c:25]1[N+:26](=[O:27])[O-:28].[Cl:61][CH2:62][Cl:63].[O:49]=[C:50]([O:51][CH2:52][CH3:53])[N:54]=[N:55][C:56]([O:57][CH2:58][CH3:59])=[O:60].[c:30]1([P:31]([c:32]2[cH:33][cH:34][cH:35][cH:36][cH:37]2)[c:38]2[cH:39][cH:40][cH:41][cH:42][cH:43]2)[cH:44][cH:45][cH:46][cH:47][cH:48]1>>[C:1]([CH3:2])([CH3:3])([CH3:4])[O:5][C:6](=[O:7])[N:8]1[CH2:9][CH2:10][CH:11]([O:14][c:18]2[cH:17][c:16]([CH3:15])[c:25]([N+:26](=[O:27])[O-:28])[cH:24][c:19]2[C:20](=[O:21])[O:22][CH3:23])[CH2:12][CH2:13]1. Reactants: 2C, C1(CC1)CCN1C(C(C2=CC=CC=C12)(C1=CC2=C(OCO2)C=C1O)O)=O (1-(2-cyclopropylethyl)-3-hydroxy-3-(6-hydroxy-1,3-benzodioxol-5-yl)-1,3-dihydro-2H-indol-2-one), C1(=CC=CC=C1)C(N1C(C(C2=CC=CC=C12)(C1=CC2=C(CCO2)C=C1O)O)=O)C1=CC=CC=C1 (1-(diphenylmethyl)-3-hydroxy-3-(5-hydroxy-2,3-dihydro-1-benzofuran-6-yl)-1,3-dihydro-2H-indol-2-one). Product: C1(=CC=CC=C1)C(N1C(C(C2=CC=CC=C12)C1=CC2=C(CCO2)C=C1O)=O)C1=CC=CC=C1 (1-(diphenylmethyl)-3-(5-hydroxy-2,3-dihydro-1-benzofuran-6-yl)-1,3-dihydro-2H-indol-2-one). RXN SMILES: C1(CCN2C3C(=CC=CC=3)C(O)(C3C(O)=CC4OCOC=4C=3)C2=O)CC1.[C:27]1([CH:33]([C:55]2[CH:60]=[CH:59][CH:58]=[CH:57][CH:56]=2)[N:34]2[C:42]3[C:37](=[CH:38][CH:39]=[CH:40][CH:41]=3)[C:36](O)([C:43]3[C:51]([OH:52])=[CH:50][C:46]4[CH2:47][CH2:48][O:49][C:45]=4[CH:44]=3)[C:35]2=[O:54])[CH:32]=[CH:31][CH:30]=[CH:29][CH:28]=1>>[C:55]1([CH:33]([C:27]2[CH:32]=[CH:31][CH:30]=[CH:29][CH:28]=2)[N:34]2[C:42]3[C:37](=[CH:38][CH:39]=[CH:40][CH:41]=3)[CH:36]([C:43]3[C:51]([OH:52])=[CH:50][C:46]4[CH2:47][CH2:48][O:49][C:45]=4[CH:44]=3)[C:35]2=[O:54])[CH:56]=[CH:57][CH:58]=[CH:59][CH:60]=1. Reported procedure: Following the procedure as described in PREPARATION 2C, and making non-critical variations to replace 1-(2-cyclopropylethyl)-3-hydroxy-3-(6-hydroxy-1,3-benzodioxol-5-yl)-1,3-dihydro-2H-indol-2-one with 1-(diphenylmethyl)-3-hydroxy-3-(5-hydroxy-2,3-dihydro-1-benzofuran-6-yl)-1,3-dihydro-2H-indol-2-one, the title compound was obtained: MS (ES+) m/z 434.4 (M+1). Reactants: O=C1C=2C=CC(=CC2CCC1)OC1=NC=C(C(=O)N)C=C1 (6-(5-Oxo-5,6,7,8-tetrahydro-naphthalen-2-yloxy)-nicotinamide), O=C1C=2C=CC(=CC2CCC1)OC1=NC=C(C(=O)N)C=C1 (6-(5-Oxo-5,6,7,8-tetrahydro-naphthalen-2-yloxy)-nicotinamide), [BH4-].[Na+] (NaBH4). The solvent is CO (MeOH). Conditions: time 24 hour. Product: OC1C=2C=CC(=CC2CCC1)OC1=NC=C(C(=O)N)C=C1 (6-(5-Hydroxy-5,6,7,8-tetrahydro-naphthalen-2-yloxy)-nicotinamide). The yield is 72.4%. Reaction SMILES: [BH4-].[Na+].[O:3]=[C:4]1[CH2:13][CH2:12][CH2:11][C:10]2[CH:9]=[C:8]([O:14][C:15]3[CH:23]=[CH:22][C:18]([C:19]([NH2:21])=[O:20])=[CH:17][N:16]=3)[CH:7]=[CH:6][C:5]1=2>CO>[OH:3][CH:4]1[CH2:13][CH2:12][CH2:11][C:10]2[CH:9]=[C:8]([O:14][C:15]3[CH:23]=[CH:22][C:18]([C:19]([NH2:21])=[O:20])=[CH:17][N:16]=3)[CH:7]=[CH:6][C:5]1=2 |f:0.1|. Procedure: Add NaBH4 (79.4 mg, 2.10 mmol) to a suspension of 6-(5-Oxo-5,6,7,8-tetrahydro-naphthalen-2-yloxy)-nicotinamide (Intermediate 2, 395 mg, 1.40 mmol) in MeOH (10 ml), stirring at ambient temperature. After 24 hours, concentrate the reaction mixture and redissolve in EtOAc. Wash with 5% aqueous KOH, water, and brine before drying (MgSO4) and concentrating to a solid. Purify material on silica gel (50% THF/DCM) to give 6-(5-Hydroxy-5,6,7,8-tetrahydro-naphthalen-2-yloxy)-nicotinamide (288 mg) as a whi... The reactants are C(C)(C)(C)OC(C(C)(C)SC=1SC=C(N1)CCNC1=NC=C(C=N1)CC)=O (2-[(4-{2-[(5-ethylpyrimidin-2-yl)amino]ethyl}-1,3-thiazol-2-yl)thio]-2-methylpropionic acid tert-butyl ester), ICCCCCCCCC (1-iodononane), Br.C(C)(=O)O (hydrobromic acid acetic acid). RXN SMILES: C([O:5][C:6](=[O:27])[C:7]([S:10][C:11]1[S:12][CH:13]=[C:14]([CH2:16][CH2:17][NH:18][C:19]2[N:24]=[CH:23][C:22]([CH2:25][CH3:26])=[CH:21][N:20]=2)[N:15]=1)([CH3:9])[CH3:8])(C)(C)C.I[CH2:29][CH2:30][CH2:31][CH2:32][CH2:33][CH2:34][CH2:35][CH2:36][CH3:37].[BrH:38].C(O)(=O)C>C(OCC)C>[BrH:38].[CH2:25]([C:22]1[CH:23]=[N:24][C:19]([N:18]([CH2:29][CH2:30][CH2:31][CH2:32][CH2:33][CH2:34][CH2:35][CH2:36][CH3:37])[CH2:17][CH2:16][C:14]2[N:15]=[C:11]([S:10][C:7]([CH3:8])([CH3:9])[C:6]([OH:5])=[O:27])[S:12][CH:13]=2)=[N:20][CH:21]=1)[CH3:26] |f:2.3,5.6|. The product is Br.C(C)C=1C=NC(=NC1)N(CCC=1N=C(SC1)SC(C(=O)O)(C)C)CCCCCCCCC (2-[(4-{2-[(5-ethylpyrimidin-2-yl)(nonyl)amino]ethyl}-1,3-thiazol-2-yl)thio]-2-methylpropionic acid hydrogen bromide). Solvent: C(C)OCC (diethyl ether). Reported procedure: A compound obtained using 2-[(4-{2-[(5-ethylpyrimidin-2-yl)amino]ethyl}-1,3-thiazol-2-yl)thio]-2-methylpropionic acid tert-butyl ester synthesized in Example 265-1 and 1-iodononane as starting materials and by an operation similar to that of Example 326 was dissolved in diethyl ether, and reacted with 30% hydrobromic acid-acetic acid to give the title compound.